This data is from the Open Reaction Database (ORD), a public repository of structured organic reaction records. The task is: describe an organic reaction: reactants, conditions, products, and yield Starting materials: BrCC(=O)C1=CC2=C(OCO2)C=C1 (5-bromoacetyl-1,3-benzodioxole), ClC1=CC=C2C(=C(NC2=C1)C(=O)C=1N=CC=2CCCCC2C1)CC(=O)OC (Methyl [6—chloro-2-[(5,6,7,8-tetrahydroisoquinolin-3yl)carbonyl]-1H-indol-3-yl]acetate). Yields the product O1COC2=C1C=CC(=C2)C(=O)C=2NC1=CC(=CC=C1C2CC(=O)OC)Cl (Methyl [2-[(1,3-benzodioxol-5-yl)carbonyl]-6—chloro-1H-indol-3-yl]acetate). Reaction SMILES: Br[CH2:2][C:3]([C:5]1[CH:13]=[CH:12][C:8]2[O:9][CH2:10][O:11][C:7]=2[CH:6]=1)=[O:4].[Cl:14][C:15]1[CH:23]=[C:22]2[C:18]([C:19]([CH2:36][C:37]([O:39][CH3:40])=[O:38])=C(C(C3N=CC4CCCCC=4C=3)=O)[NH:21]2)=[CH:17][CH:16]=1>>[O:9]1[C:8]2[CH:12]=[CH:13][C:5]([C:3]([C:2]3[NH:21][C:22]4[C:18]([C:19]=3[CH2:36][C:37]([O:39][CH3:40])=[O:38])=[CH:17][CH:16]=[C:15]([Cl:14])[CH:23]=4)=[O:4])=[CH:6][C:7]=2[O:11][CH2:10]1. Reported procedure: The title compound was prepared according to the procedure described in step 2 of Example 1 from 5-bromoacetyl-1,3-benzodioxole (J.Med. Chem., 1977, 20, 394) and methyl trans-4-chloro-2-[(phenylsulfonyl)amino]cinnamate (Example 1, step 1).